Dataset: the Open Reaction Database (ORD), a public repository of structured organic reaction records. Task: describe an organic reaction: reactants, conditions, products, and yield The reactants are compound, C(C1=CC=CC=C1)N (benzylamine), C(C)(C)(C)OC(=O)N1CCC2=C(CC1)C(=CN2CC2=CC=CC=C2)C2=CC=CC=C2 (1-Benzyl-3-phenyl-4,5,7,8-tetrahydro-1H-pyrrolo[2,3-d]azepine-6-carboxylic acid tert-butyl ester). The solvent is C1=CC=CC=C1 (benzene). Conditions: time 24 hour. The product is C(C1=CC=CC=C1)N1C=C(C2=C1CCNCC2)C2=CC=CC=C2 (1-Benzyl-3-phenyl-1,4,5,6,7,8-hexahydro-pyrrolo[2,3-d]azepine). As a reaction SMILES: C(OC([N:8]1[CH2:14][CH2:13][C:12]2[C:15]([C:25]3[CH:30]=[CH:29][CH:28]=[CH:27][CH:26]=3)=[CH:16][N:17]([CH2:18][C:19]3[CH:24]=[CH:23][CH:22]=[CH:21][CH:20]=3)[C:11]=2[CH2:10][CH2:9]1)=O)(C)(C)C.C(N)C1C=CC=CC=1>C1C=CC=CC=1>[CH2:18]([N:17]1[C:11]2[CH2:10][CH2:9][NH:8][CH2:14][CH2:13][C:12]=2[C:15]([C:25]2[CH:30]=[CH:29][CH:28]=[CH:27][CH:26]=2)=[CH:16]1)[C:19]1[CH:20]=[CH:21][CH:22]=[CH:23][CH:24]=1. Procedure: 1-Benzyl-3-phenyl-4,5,7,8-tetrahydro-1H-pyrrolo[2,3-d]azepine-6-carboxylic acid tert-butyl ester. A solution of the compound (0.53 g) from Example 59, Step B, and 272 μL of benzylamine in benzene (10 mL) was heated at reflux for 24 h using a Dean-Stark apparatus. The solvent was removed, the crude material was dissolved in toluene (10 mL), and 0.38 g of (2-nitro-vinyl)-benzene was added. The mixture was stirred for 24 h at RT and concentrated in vacuo. Chromatography on SiO2 (1 to 20% EtOAc/hexa...